This data is from the Open Reaction Database (ORD), a public repository of structured organic reaction records. The task is: describe an organic reaction: reactants, conditions, products, and yield The reactants are ClC1=NC2=CC=CC=C2C=C1C(=O)O (2-chloroquinoline-3-carboxylic acid), N[C@H](CC1=CNC2=CC=CC=C12)C(=O)O (D-tryptophan). The product is C(=O)(O)[C@@H](CC1=CNC2=CC=CC=C12)NC1=NC2=CC=CC=C2C=C1C(=O)O (2-[(R)-1-Carboxy-2-(1H-indol-3-yl)-ethylamino]-quinoline-3-carboxylic acid). As a reaction SMILES: Cl[C:2]1[C:11]([C:12]([OH:14])=[O:13])=[CH:10][C:9]2[C:4](=[CH:5][CH:6]=[CH:7][CH:8]=2)[N:3]=1.[NH2:15][C@@H:16]([C:27]([OH:29])=[O:28])[CH2:17][C:18]1[C:26]2[C:21](=[CH:22][CH:23]=[CH:24][CH:25]=2)[NH:20][CH:19]=1>>[C:27]([C@H:16]([NH:15][C:2]1[C:11]([C:12]([OH:14])=[O:13])=[CH:10][C:9]2[C:4](=[CH:5][CH:6]=[CH:7][CH:8]=2)[N:3]=1)[CH2:17][C:18]1[C:26]2[C:21](=[CH:22][CH:23]=[CH:24][CH:25]=2)[NH:20][CH:19]=1)([OH:29])=[O:28]. Procedure details: In close analogy to the procedure described in Example 1, 2-chloroquinoline-3-carboxylic acid is reacted with D-tryptophan to provide the title compound in moderate yield as yellow needles (recrystallization from isopropanol). Reactants: COC(C1=C(C(=CC=C1)OCC1=CC=CC=C1)OCC1=CC=CC=C1)=O (Bis-benzyloxy benzoic acid methyl ester), C(CC)(=O)Cl (propionyl chloride). Yields the product C(C1=CC=CC=C1)OC=1C(=C(C(=O)O)C=CC1)OCC1=CC=CC=C1 (Bis-benzyloxy benzoic acid). As a reaction SMILES: C[O:2][C:3](=[O:26])[C:4]1[CH:9]=[CH:8][CH:7]=[C:6]([O:10][CH2:11][C:12]2[CH:17]=[CH:16][CH:15]=[CH:14][CH:13]=2)[C:5]=1[O:18][CH2:19][C:20]1[CH:25]=[CH:24][CH:23]=[CH:22][CH:21]=1.C(Cl)(=O)CC>>[CH2:11]([O:10][C:6]1[C:5]([O:18][CH2:19][C:20]2[CH:25]=[CH:24][CH:23]=[CH:22][CH:21]=2)=[C:4]([CH:9]=[CH:8][CH:7]=1)[C:3]([OH:26])=[O:2])[C:12]1[CH:13]=[CH:14][CH:15]=[CH:16][CH:17]=1. Procedure details: In another embodiment the compounds can be prepared as shown in Scheme III. A nitroaniline (1) can be reacted with propionyl chloride to yield nitro-phenyl-propionamide (2). NaH can then be added to a solution of (2) in anhydrous THF followed by iodomethane to give pure product nitro-phenyl-N-methyl-propionamide (3). Starting materials: CCOC(C)=O, CC(O)C(NC(=O)c1ccc(NC(=O)c2ccccc2Cl)cc1)c1ccccc1, CN(C)C=O. The product is CC(=O)C(NC(=O)c1ccc(NC(=O)c2ccccc2Cl)cc1)c1ccccc1. Reaction SMILES: [CH3:35][CH2:36][O:37][C:38](=[O:39])[CH3:40].[Cl:1][c:2]1[c:3]([C:4](=[O:5])[NH:6][c:7]2[cH:8][cH:9][c:10]([C:13](=[O:14])[NH:15][CH:16]([CH:17]([CH3:18])[OH:19])[c:20]3[cH:21][cH:22][cH:23][cH:24][cH:25]3)[cH:11][cH:12]2)[cH:26][cH:27][cH:28][cH:29]1.[O:30]=[CH:31][N:32]([CH3:33])[CH3:34]>>[Cl:1][c:2]1[c:3]([C:4](=[O:5])[NH:6][c:7]2[cH:8][cH:9][c:10]([C:13](=[O:14])[NH:15][CH:16]([C:17]([CH3:18])=[O:19])[c:20]3[cH:21][cH:22][cH:23][cH:24][cH:25]3)[cH:11][cH:12]2)[cH:26][cH:27][cH:28][cH:29]1. Starting materials: CC1=CC=C(C=C1)CNCCS (N-(4-methylphenylmethyl)cysteamine), C(OC1=CC=CC=C1)(OC1=CC=CC=C1)=O (diphenyl carbonate). Yields the product CC1=CC=C(C=C1)CN1C(SCC1)=O (3-(4-methylphenylmethyl)-2-thiazolidinone). Isolated yield 29.8%. Reaction SMILES: [CH3:1][C:2]1[CH:7]=[CH:6][C:5]([CH2:8][NH:9][CH2:10][CH2:11][SH:12])=[CH:4][CH:3]=1.[C:13](=O)(OC1C=CC=CC=1)[O:14]C1C=CC=CC=1>>[CH3:1][C:2]1[CH:3]=[CH:4][C:5]([CH2:8][N:9]2[CH2:10][CH2:11][S:12][C:13]2=[O:14])=[CH:6][CH:7]=1. Reported procedure: The procedure of Example 2 is followed, 4.0 g (0.022 mol) of N-(4-methylphenylmethyl)cysteamine are reacted with 4.71 g (0.022 mol) of diphenyl carbonate then the reaction mixture is worked up to give 1.36 g (29.8%) of the title compound, m.p.: 49°-50° C. Starting materials: ClCCl (dichloromethane), COC=1C=C2C=CC(=C(C2=CC1)O)C1=CC=C(C=C1)SC (6-methoxy-2-(4-methylsulfanyl-phenyl)-naphthalen-1-ol), FC1=CC=C(C=C1)[N+](=O)[O-] (4-fluoro-nitrobenzene), phosphazene. Run in CN(C=O)C (N,N-dimethylformamide). Yields the product COC=1C=C2C=CC(=C(C2=CC1)OC1=CC=C(C=C1)[N+](=O)[O-])C1=CC=C(C=C1)SC (6-methoxy-2-(4-methylsulfanyl-phenyl)-1-(4-nitro-phenoxy)-naphthalene). The yield is 71.1%. As a reaction SMILES: [CH3:1][O:2][C:3]1[CH:4]=[C:5]2[C:10](=[CH:11][CH:12]=1)[C:9]([OH:13])=[C:8]([C:14]1[CH:19]=[CH:18][C:17]([S:20][CH3:21])=[CH:16][CH:15]=1)[CH:7]=[CH:6]2.F[C:23]1[CH:28]=[CH:27][C:26]([N+:29]([O-:31])=[O:30])=[CH:25][CH:24]=1.ClCCl>CN(C)C=O>[CH3:1][O:2][C:3]1[CH:4]=[C:5]2[C:10](=[CH:11][CH:12]=1)[C:9]([O:13][C:23]1[CH:28]=[CH:27][C:26]([N+:29]([O-:31])=[O:30])=[CH:25][CH:24]=1)=[C:8]([C:14]1[CH:19]=[CH:18][C:17]([S:20][CH3:21])=[CH:16][CH:15]=1)[CH:7]=[CH:6]2. Reported procedure: Stir a solution of 6-methoxy-2-(4-methylsulfanyl-phenyl)-naphthalen-1-ol (1.98 g, 6:68 mmol), 4-fluoro-nitrobenzene (0.78 mL, 7.34 mmol) and phosphazene base P4-t-butyl (6.7 mL of 1M in hexane, 6.7 mmol) in N,N-dimethylformamide (30 mL) at ambient temperature for 4 hours. Dilute the reaction with dichloromethane, wash with 1N aqueous hydrochloric acid, water, dry with solid magnesium sulfate and chromatograph on silica gel with hexane/ethyl acetate mixtures to give 2.18 g of 6-methoxy-2-(4-methy... Starting materials: [N+](=O)([O-])C=1C=C(C=C(C1N)[N+](=O)[O-])C1=CC=CC=C1 (3,5-dinitrobiphenyl-4-amine). The reagents and catalysts are [Pd] (palladium on charcoal). Solvent: C(C)O (ethanol), C1CCOC1 (THF). Conditions: temperature 23 celsius, time 26 hour. Yields the product C1(=CC(=C(C(=C1)N)N)N)C1=CC=CC=C1 (biphenyl-3,4,5-triamine). Isolated yield 81.2%. Reaction SMILES: [N+:1]([C:4]1[CH:5]=[C:6]([C:14]2[CH:19]=[CH:18][CH:17]=[CH:16][CH:15]=2)[CH:7]=[C:8]([N+:11]([O-])=O)[C:9]=1[NH2:10])([O-])=O>C(O)C.C1COCC1.[Pd]>[C:6]1([C:14]2[CH:19]=[CH:18][CH:17]=[CH:16][CH:15]=2)[CH:7]=[C:8]([NH2:11])[C:9]([NH2:10])=[C:4]([NH2:1])[CH:5]=1. Procedure: To a solution of 80 mg (309 μmol) 3,5-dinitrobiphenyl-4-amine in a mixture of 34 mL ethanol and 10 mL THF were added 6.6 mg palladium on charcoal (10%) and the mixture was stirred under an atmosphere of hydrogen for 26 hours at 23° C. After filtration and removal of the solvent the residue was purified by chromatography to yield 50 mg (81%) of the title compound.